From a dataset of the Open Reaction Database (ORD), a public repository of structured organic reaction records. describe an organic reaction: reactants, conditions, products, and yield Starting materials: Cl (HCl), [OH-].[Na+] (sodium hydroxide), C(C)(C)(C)O[C@H](C(=O)OC(C)C)C=1C(=NC(=C(C1N1CCC(CC1)C(F)(F)F)C1=CC=C(C=C1)OCCC1=CC=C(C=C1)F)C)C ((S)-isopropyl 2-(tert-butoxy)-2-(5-(4-(4-fluorophenethoxy)phenyl)-2,6-dimethyl-4-(4-(trifluoromethyl)piperidin-1-yl)pyridin-3-yl)acetate), [OH-].[Na+] (sodium hydroxide). Run in C(C)O (ethanol). Reaction conditions: temperature 90 celsius, time 24 hour. Product: C(C)(C)(C)O[C@H](C(=O)O)C=1C(=NC(=C(C1N1CCC(CC1)C(F)(F)F)C1=CC=C(C=C1)OCCC1=CC=C(C=C1)F)C)C ((S)-2-(tert-butoxy)-2-(5-(4-(4-fluorophenethoxy)phenyl)-2,6-dimethyl-4-(4-(trifluoromethyl)piperidin-1-yl)pyridin-3-yl)acetic acid). The yield is 89.3%. RXN SMILES: [OH-].[Na+].[C:3]([O:7][C@@H:8]([C:15]1[C:16]([CH3:48])=[N:17][C:18]([CH3:47])=[C:19]([C:31]2[CH:36]=[CH:35][C:34]([O:37][CH2:38][CH2:39][C:40]3[CH:45]=[CH:44][C:43]([F:46])=[CH:42][CH:41]=3)=[CH:33][CH:32]=2)[C:20]=1[N:21]1[CH2:26][CH2:25][CH:24]([C:27]([F:30])([F:29])[F:28])[CH2:23][CH2:22]1)[C:9]([O:11]C(C)C)=[O:10])([CH3:6])([CH3:5])[CH3:4].Cl>C(O)C>[C:3]([O:7][C@@H:8]([C:15]1[C:16]([CH3:48])=[N:17][C:18]([CH3:47])=[C:19]([C:31]2[CH:32]=[CH:33][C:34]([O:37][CH2:38][CH2:39][C:40]3[CH:41]=[CH:42][C:43]([F:46])=[CH:44][CH:45]=3)=[CH:35][CH:36]=2)[C:20]=1[N:21]1[CH2:22][CH2:23][CH:24]([C:27]([F:30])([F:29])[F:28])[CH2:25][CH2:26]1)[C:9]([OH:11])=[O:10])([CH3:6])([CH3:5])[CH3:4] |f:0.1|. Procedure details: The 0.23 mL of 1M sodium hydroxide (9.3 mg, 0.23 mmol) was added to a solution (S)-isopropyl 2-(tert-butoxy)-2-(5-(4-(4-fluorophenethoxy)phenyl)-2,6-dimethyl-4-(4-(trifluoromethyl)piperidin-1-yl)pyridin-3-yl)acetate (50 mg, 0.078 mmol) in ethanol (1 mL) and stirred for 24 h at 90° C. An additional 0.23 mL sodium hydroxide was added and the reaction was continued for 24 h. The reaction mixture was neutralized with 1N HCl solution, extracted with EtOAc, and the organic layer was washed with brine,... The reactants are N[C@H](CCCN(CCO)CC)C ((S)-(+)-2-[(4-aminopentyl)ethylamino]ethanol), ClC1=CC=NC2=CC(=CC=C12)Cl (4,7-dichloroquinoline), NC(CCCN(CCO)CC)C (racemic 2-[(4-aminopentyl)ethylamino]-ethanol). The product is CCN(CCC[C@H](C)NC1=C2C=CC(=CC2=NC=C1)Cl)CCO ((S)-(+)-Hydroxychloroquine). Reaction SMILES: [NH2:1][C@@H:2]([CH3:12])[CH2:3][CH2:4][CH2:5][N:6]([CH2:10][CH3:11])[CH2:7][CH2:8][OH:9].Cl[C:14]1[C:23]2[C:18](=[CH:19][C:20]([Cl:24])=[CH:21][CH:22]=2)[N:17]=[CH:16][CH:15]=1.NC(C)CCCN(CC)CCO>>[CH3:11][CH2:10][N:6]([CH2:7][CH2:8][OH:9])[CH2:5][CH2:4][CH2:3][C@@H:2]([NH:1][C:14]1[CH:15]=[CH:16][N:17]=[C:18]2[C:23]=1[CH:22]=[CH:21][C:20]([Cl:24])=[CH:19]2)[CH3:12]. Procedure: (S)-(+)-Hydroxychloroquine was prepared by condensing (S)-(+)-2-[(4-aminopentyl)ethylamino]ethanol with 4,7-dichloroquinoline. The latter compound is known. The (S)-(+)-2-[(4-aminopentyl)ethylamino]ethanol was prepared by resolving known racemic 2-[(4-aminopentyl)ethylamino]-ethanol by forming a salt thereof with known (S)-(+)-mandelic acid and separating the (S)-(+)-mandelic acid salts of the two enantiomers by crystallization. Reactants: FC1=CC=C(C=C1)NCCN1C(C2=CC=CC=C2C1=O)=O (2-(2-(4-fluorophenylamino)ethyl)iso-indoline-1,3-dione), C(=O)(N1C=NC=C1)N1C=NC=C1 (1,1′-carbonyldiimidazole). Solvent: C1CCOC1 (THF). Reaction conditions: temperature 80 celsius, time 24 hour. Yields the product O=C1N(C(C2=CC=CC=C12)=O)CCN(C(=O)N1C=NC=C1)C1=CC=C(C=C1)F (N-(2-(1,3-dioxoisoindolin-2-yl)ethyl)-N-(4-fluorophenyl)-1H-imidazole-1-carboxamide). RXN SMILES: [F:1][C:2]1[CH:7]=[CH:6][C:5]([NH:8][CH2:9][CH2:10][N:11]2[C:19](=[O:20])[C:18]3[C:13](=[CH:14][CH:15]=[CH:16][CH:17]=3)[C:12]2=[O:21])=[CH:4][CH:3]=1.[C:22](N1C=CN=C1)([N:24]1[CH:28]=[CH:27][N:26]=[CH:25]1)=[O:23]>C1COCC1>[O:20]=[C:19]1[C:18]2[C:13](=[CH:14][CH:15]=[CH:16][CH:17]=2)[C:12](=[O:21])[N:11]1[CH2:10][CH2:9][N:8]([C:5]1[CH:6]=[CH:7][C:2]([F:1])=[CH:3][CH:4]=1)[C:22]([N:24]1[CH:28]=[CH:27][N:26]=[CH:25]1)=[O:23]. Procedure details: To a 50 mL round-bottomed flask was added 2-(2-(4-fluorophenylamino)ethyl)-isoindoline-1,3-dione (204 mg, 718 μmol, from step 1), 1,1′-carbonyldiimidazole (175 mg, 1076 μmol, Aldrich), THF (2 mL). The reaction mixture was stirred at 80° C. for 24 h. The solvent was removed in vacuo and the residue was purified by silica gel chromatography, eluting with 80% EtOAc/hexanes to give N-(2-(1,3-dioxoisoindolin-2-yl)ethyl)-N-(4-fluorophenyl)-1H-imidazole-1-carboxamide. MS (ESI pos. ion) m/z: 379 (M+1). The reactants are O=C1CCC(N2Cc3c(OCc4ccc(CBr)cc4)cccc3C2=O)C(=O)N1, CCN(C(C)C)C(C)C, ClCCl, c1cncc(C2CCNCC2)c1, O. Yields the product O=C1CCC(N2Cc3c(OCc4ccc(CN5CCC(c6cccnc6)CC5)cc4)cccc3C2=O)C(=O)N1. As a reaction SMILES: [Br:4][CH2:5][c:6]1[cH:7][cH:8][c:9]([CH2:10][O:11][c:12]2[c:13]3[c:17]([cH:18][cH:19][cH:20]2)[C:16](=[O:21])[N:15]([CH:22]2[C:23](=[O:29])[NH:24][C:25](=[O:28])[CH2:26][CH2:27]2)[CH2:14]3)[cH:30][cH:31]1.[CH:44]([N:45]([CH2:46][CH3:47])[CH:48]([CH3:49])[CH3:50])([CH3:51])[CH3:52].[Cl:1][CH2:2][Cl:3].[NH:32]1[CH2:33][CH2:34][CH:35]([c:38]2[cH:39][n:40][cH:41][cH:42][cH:43]2)[CH2:36][CH2:37]1.[OH2:53]>>[CH2:5]([c:6]1[cH:7][cH:8][c:9]([CH2:10][O:11][c:12]2[c:13]3[c:17]([cH:18][cH:19][cH:20]2)[C:16](=[O:21])[N:15]([CH:22]2[C:23](=[O:29])[NH:24][C:25](=[O:28])[CH2:26][CH2:27]2)[CH2:14]3)[cH:30][cH:31]1)[N:32]1[CH2:33][CH2:34][CH:35]([c:38]2[cH:39][n:40][cH:41][cH:42][cH:43]2)[CH2:36][CH2:37]1. Reactants: CCO, COC(=O)C(CSC)NC(C)=O, NN, O. The product is CSCC(NC(C)=O)C(=O)NN. RXN SMILES: [CH3:16][CH2:17][OH:18].[CH3:1][O:2][C:3]([CH:4]([NH:5][C:6]([CH3:7])=[O:8])[CH2:9][S:10][CH3:11])=[O:12].[NH2:14][NH2:15].[OH2:13]>>[O:2]=[C:3]([CH:4]([NH:5][C:6]([CH3:7])=[O:8])[CH2:9][S:10][CH3:11])[NH:14][NH2:15].